Dataset: the Open Reaction Database (ORD), a public repository of structured organic reaction records. Task: describe an organic reaction: reactants, conditions, products, and yield Reactants: CC=1N(C2=CC=CC=C2C1)C1=CC=C(C=C1)O (4-(2-Methylindol-1-yl)phenol), BrCCCCl (1-bromo-3-chloropropane), C([O-])([O-])=O.[K+].[K+] (potassium carbonate). Solvent: CC(CC)=O (2-butanone). The product is ethyl acetate hexanes, ClCCCOC1=CC=C(C=C1)N1C(=CC2=CC=CC=C12)C (1-[4-(3-Chloropropoxy)phenyl]-2-methyl-1H-indole). Yield: 56.0%. Reaction SMILES: [CH3:1][C:2]1[N:3]([C:11]2[CH:16]=[CH:15][C:14]([OH:17])=[CH:13][CH:12]=2)[C:4]2[C:9]([CH:10]=1)=[CH:8][CH:7]=[CH:6][CH:5]=2.Br[CH2:19][CH2:20][CH2:21][Cl:22].C(=O)([O-])[O-].[K+].[K+]>CC(=O)CC>[Cl:22][CH2:21][CH2:20][CH2:19][O:17][C:14]1[CH:15]=[CH:16][C:11]([N:3]2[C:4]3[C:9](=[CH:8][CH:7]=[CH:6][CH:5]=3)[CH:10]=[C:2]2[CH3:1])=[CH:12][CH:13]=1 |f:2.3.4|. Procedure: 4-(2-Methylindol-1-yl)phenol (0.36 mmol) was heated at 70° C. in 2-butanone (3 mL) with 1-bromo-3-chloropropane (0.107 mL, 1.08 mmol) and potassium carbonate (0.15 g, 1.08 mmol) overnight. The solvent was evaporated. The resulting residue was diluted with ethyl acetate and washed with saturated ammonium chloride solution. The aqueous layer was back-extracted with ethyl acetate. The organic extracts were dried over MgSO4 and concentrated. SiO2 chromatography with 5-20% ethyl acetate/hexanes gave ... The reactants are Cl.C(=O)(OCCCC)C1=C(C(=CC=2C(CNCCC21)C2=CC=CC=C2)OC)OC (6-carbobutoxy-7,8-dimethoxy-1-phenyl-2,3,4,5-tetrahydro-1H-3-benzazepine hydrochloride), C([O-])([O-])=O (carbonate), [OH-].[NH4+] (ammonium hydroxide), O=C1C(O)=C(O)[C@H](O1)[C@@H](O)CO (ascorbic acid). Solvent: C(Cl)Cl (methylene chloride), B(Br)(Br)Br (boron tribromide). Reaction conditions: time 4 hour. Yields the product Cl.C(=O)(OCCCC)C1=C(C(=CC=2C(CNCCC21)C2=CC=CC=C2)O)O (6-carbobutoxy-7,8-dihydroxy-1-phenyl-2,3,4,5-tetrahydro-1H-3-benzazepine hydrochloride). RXN SMILES: [ClH:1].[C:2]([C:9]1[C:19]2[CH2:18][CH2:17][NH:16][CH2:15][CH:14]([C:20]3[CH:25]=[CH:24][CH:23]=[CH:22][CH:21]=3)[C:13]=2[CH:12]=[C:11]([O:26]C)[C:10]=1[O:28]C)([O:4][CH2:5][CH2:6][CH2:7][CH3:8])=[O:3].[OH-].[NH4+].O=C1O[C@H]([C@H](CO)O)C(O)=C1O.C(=O)([O-])[O-]>C(Cl)Cl.B(Br)(Br)Br>[ClH:1].[C:2]([C:9]1[C:19]2[CH2:18][CH2:17][NH:16][CH2:15][CH:14]([C:20]3[CH:25]=[CH:24][CH:23]=[CH:22][CH:21]=3)[C:13]=2[CH:12]=[C:11]([OH:26])[C:10]=1[OH:28])([O:4][CH2:5][CH2:6][CH2:7][CH3:8])=[O:3] |f:0.1,2.3,8.9|. Procedure details: The product from Examples 3 (5.7 g, 0.0136 mole) was dissolved in 500 ml of methylene chloride with 5.1 ml of boron tribromide at -15°. After 4 hours, 25 ml of conc. ammonium hydroxide was added with a small amount of ascorbic acid. The pH was taken to 8 with carbonate solution. The water layer was separated and extracted with ethyl acetate using sodium chloride to salt out the product which was collected and stirred with dilute hydrochloric acid overnight. The mixture was filtered. The filtrate... The reactants are [Br-], CCOCC, C[Si](C)(Cl)[Si](C)(Cl)Cl, Cl[Co]Cl, [Mg+]c1ccccc1. The product is C[Si](C)(Cl)[Si](C)(Cl)c1ccccc1. As a reaction SMILES: [Br-:9].[CH3:20][CH2:21][O:22][CH2:23][CH3:24].[Cl:1][Si:2]([Si:3]([CH3:4])([CH3:5])[Cl:6])([CH3:7])[Cl:8].[Co:17]([Cl:18])[Cl:19].[c:10]1([Mg+:16])[cH:11][cH:12][cH:13][cH:14][cH:15]1>>[Cl:1][Si:2]([Si:3]([CH3:4])([CH3:5])[Cl:6])([CH3:7])[c:10]1[cH:11][cH:12][cH:13][cH:14][cH:15]1. Reactants: NC1=NC=C(C=C1)C(F)(F)F (2-amino-5-trifluoromethylpyridine), BrCC(C(=O)C1=CC=CC=C1)=O (3-bromo-1-phenylpropane-1,2-dione). Solvent: CN(C)C=O (DMF), CN(C)C=O (DMF). Conditions: temperature 4 celsius, time 16 hour. Product: Br.C1(=CC=CC=C1)C(=O)C=1N=C2N(C=C(C=C2)C(F)(F)F)C1 (phenyl[6-(trifluoromethyl)imidazo[1,2-a]pyridin-2-yl]methanone hydrobromide). Yield: 43.1%. As a reaction SMILES: [NH2:1][C:2]1[CH:7]=[CH:6][C:5]([C:8]([F:11])([F:10])[F:9])=[CH:4][N:3]=1.[Br:12][CH2:13][C:14](=O)[C:15]([C:17]1[CH:22]=[CH:21][CH:20]=[CH:19][CH:18]=1)=[O:16]>CN(C=O)C>[BrH:12].[C:17]1([C:15]([C:14]2[N:1]=[C:2]3[CH:7]=[CH:6][C:5]([C:8]([F:9])([F:11])[F:10])=[CH:4][N:3]3[CH:13]=2)=[O:16])[CH:22]=[CH:21][CH:20]=[CH:19][CH:18]=1 |f:3.4|. Procedure: To a solution of 0.324 g of 2-amino-5-trifluoromethylpyridine in 4 mL of DMF cooled to 4° C. is added dropwise a solution of 0.65 g of 3-bromo-1-phenylpropane-1,2-dione in 11 mL of DMF. The reaction mixture is stirred for 16 hours at 4° C. The precipitate is filtered off and washed with diethyl ether, and then dried. 0.32 g of phenyl[6-(trifluoromethyl)imidazo[1,2-a]pyridin-2-yl]methanone hydrobromide (1:1) is obtained in the form of a white solid. Reactants: BrBr (Bromine), Br (hydrogen bromide), C[C@@]12CC[C@@H](C1(C)C)CC2=O (D-camphor), C[C@@]12CC[C@@H](C1(C)C)CC2=O (d-camphor). Run in C(C)O (ethanol), C(C)O (ethanol), CCO (EtOH). Run at time 3 hour. Yields the product CC1(C2CCC1(C(=O)C2Br)C)C (d-3-bromocamphor). RXN SMILES: [CH3:1][C@:2]12[C:10](=[O:11])[CH2:9][C@H:5]([C:6]1([CH3:8])[CH3:7])[CH2:4][CH2:3]2.[Br:12]Br.Br>C(O)C>[CH3:8][C:6]1([CH3:7])[C:2]2([CH3:1])[C:10]([CH:9]([Br:12])[CH:5]1[CH2:4][CH2:3]2)=[O:11]. Reported procedure: D-camphor ([a]D20 -44.0°, c=7.5), in ethanol is prepared as follows Bromine (320 g) is added dropwise to d-camphor (304 g) at 80° C. over a period of three hours under stirring and the liquified reaction mixture is kept at the same condition for 3 hours. After hydrogen bromide is released by bubbling, the reaction mixture is poured into ice water (3 liters) and the resulting precipitate is recrystallized from ethanol (230 mol) to give d-3-bromocamphor (302 g), mp 76° C. [a]D20 -134° (c=10, EtOH)...